Task: describe an organic reaction: reactants, conditions, products, and yield. Dataset: the Open Reaction Database (ORD), a public repository of structured organic reaction records Starting materials: ClCCl, CO, Cl, C[Si](C)(C)C#Cc1ccc(N2CC(Cn3ccnn3)OC2=O)cc1F, [K+], [OH-], O. Product: C#Cc1ccc(N2CC(Cn3ccnn3)OC2=O)cc1F. As a reaction SMILES: [CH2:31]([Cl:32])[Cl:33].[CH3:29][OH:30].[ClH:28].[F:1][c:2]1[cH:3][c:4]([N:14]2[C:15](=[O:25])[O:16][CH:17]([CH2:19][n:20]3[n:21][n:22][cH:23][cH:24]3)[CH2:18]2)[cH:5][cH:6][c:7]1[C:8]#[C:9][Si:10]([CH3:11])([CH3:12])[CH3:13].[K+:27].[OH-:26].[OH2:34]>>[F:1][c:2]1[cH:3][c:4]([N:14]2[C:15](=[O:25])[O:16][CH:17]([CH2:19][n:20]3[n:21][n:22][cH:23][cH:24]3)[CH2:18]2)[cH:5][cH:6][c:7]1[C:8]#[CH:9]. Reaction SMILES: C[O:2][C:3]([C:5]1[N:6]([C:20]2[CH:25]=[CH:24][CH:23]=[C:22]([C:26]([O:28]C)=[O:27])[CH:21]=2)[C:7]2[C:12]([C:13]=1[CH2:14][CH2:15][S:16]C(=O)C)=[CH:11][CH:10]=[CH:9][CH:8]=2)=[O:4].[OH-].[K+].Cl>C1COCC1>[C:26]([C:22]1[CH:21]=[C:20]([N:6]2[C:7]3[C:12](=[CH:11][CH:10]=[CH:9][CH:8]=3)[C:13]([CH2:14][CH2:15][SH:16])=[C:5]2[C:3]([OH:4])=[O:2])[CH:25]=[CH:24][CH:23]=1)([OH:28])=[O:27] |f:1.2|. The product is C(=O)(O)C=1C=C(C=CC1)N1C(=C(C2=CC=CC=C12)CCS)C(=O)O (1-(3-Carboxy-phenyl)-3-(2-mercapto-ethyl)-1H-indole-2-carboxylic acid). The solvent is C1CCOC1 (THF). Reported procedure: To a solution of 3-(2-acetylsulfanyl-ethyl)-1-(3-methoxycarbonyl-phenyl)-1H-indole-2-carboxylic acid methyl ester (0.32 g, 0.73 mmol) in THF (10 mL) was dropwise added 0.5 N KOH (10 mL) and the resulting mixture was stirred at room temperature overnight. The reaction acidified with 3 N HCl and the resulting white precipitate was washed with H2O and dried under vacuum to give 0.22 g of a white solid (85% yield over 2 steps): 1H NMR (DMSO-d6, 300 MHz) δ 2.81 (t, J=6 Hz, 2H), 3.37 (t, J=6 Hz, 2H), ... Isolated yield 88.3%. Reaction conditions: time 8 hour. The reactants are COC(=O)C=1N(C2=CC=CC=C2C1CCSC(C)=O)C1=CC(=CC=C1)C(=O)OC (3-(2-acetylsulfanyl-ethyl)-1-(3-methoxycarbonyl-phenyl)-1H-indole-2-carboxylic acid methyl ester), [OH-].[K+] (KOH), Cl (HCl).